From a dataset of the Open Reaction Database (ORD), a public repository of structured organic reaction records. describe an organic reaction: reactants, conditions, products, and yield Starting materials: [N-]=[N+]=[N-].[Na+] (sodium azide), Cl.ClCC=1NC=C(C(C1)=O)OCC1=CC=CC=C1 (2-(chloromethyl)-5-[(phenylmethyl)oxy]-4-oxo-1,4-dihydropyridine hydrochloride), [N-]=[N+]=[N-].[Na+] (sodium azide), C(C)(C)N(CC)C(C)C (diisopropylethylamine), Cl (hydrochloric acid). The solvent is CN(C=O)C (dimethylformamide), O (water). Conditions: time 3.5 day. The product is N(=[N+]=[N-])CC=1NC=C(C(C1)=O)OCC1=CC=CC=C1 (2-(Azidomethyl)-5-[(phenylmethyloxy)]-4-oxo-1,4-dihydropyridine). As a reaction SMILES: Cl.Cl[CH2:3][C:4]1[NH:5][CH:6]=[C:7]([O:11][CH2:12][C:13]2[CH:18]=[CH:17][CH:16]=[CH:15][CH:14]=2)[C:8](=[O:10])[CH:9]=1.[N-:19]=[N+:20]=[N-:21].[Na+].C(N(C(C)C)CC)(C)C.Cl>CN(C)C=O.O>[N:19]([CH2:3][C:4]1[NH:5][CH:6]=[C:7]([O:11][CH2:12][C:13]2[CH:18]=[CH:17][CH:16]=[CH:15][CH:14]=2)[C:8](=[O:10])[CH:9]=1)=[N+:20]=[N-:21] |f:0.1,2.3|. Procedure details: A mixture of 2-(chloromethyl)-5-[(phenylmethyl)oxy]-4-oxo-1,4-dihydropyridine hydrochloride (3.59 g, 12.54 mmole), sodium azide (4.08 g, 62.7 mmole) and diisopropylethylamine (2.19 ml, 12.54 mmole) in 70 ml of dimethylformamide was stirred at room temperature under argon for 3.5 days. An additional 4.08 g of sodium azide was added, and the mixture was heated at 45°-50° C. for 2 hours. After cooling, the reaction was poured into 500 ml of water, producing an insoluble white solid. The pH of the s...